Task: describe an organic reaction: reactants, conditions, products, and yield. Dataset: the Open Reaction Database (ORD), a public repository of structured organic reaction records Reactants: BrC=1C=CC(=C(C1)C)Cl (5-bromo-2-chlorotoluene), OB(C1=CC=CC=C1)O (dihydroxyphenylborane), C([O-])([O-])=O.[K+].[K+] (potassium carbonate). The reagents and catalysts are [Br-].C(CCC)[N+](CCCC)(CCCC)CCCC (tetrabutylammonium bromide), C(C)(=O)[O-].[Pd+2].C(C)(=O)[O-] (palladium acetate). The solvent is O (water). Reaction conditions: temperature 80 celsius, time 5 hour. Yields the product ClC1=C(C=C(C=C1)C1=CC=CC=C1)C (4-chloro-3-methylbiphenyl). Yield: 79.6%. RXN SMILES: Br[C:2]1[CH:3]=[CH:4][C:5]([Cl:9])=[C:6]([CH3:8])[CH:7]=1.OB(O)[C:12]1[CH:17]=[CH:16][CH:15]=[CH:14][CH:13]=1.C(=O)([O-])[O-].[K+].[K+]>[Br-].C([N+](CCCC)(CCCC)CCCC)CCC.C([O-])(=O)C.[Pd+2].C([O-])(=O)C.O>[Cl:9][C:5]1[CH:4]=[CH:3][C:2]([C:12]2[CH:17]=[CH:16][CH:15]=[CH:14][CH:13]=2)=[CH:7][C:6]=1[CH3:8] |f:2.3.4,5.6,7.8.9|. Procedure: A mixture of 5.00 g (24.3 mmol) of 5-bromo-2-chlorotoluene, 3.56 g (29.2 mmol) of dihydroxyphenylborane, 546 mg (2.43 mmol) of palladium acetate (II), 9.41 g (29.2 mmol) of tetrabutylammonium bromide, 8.40 g (60.8 mmol) of potassium carbonate and 50 ml of water was stirred for 5 hours at 80° C. under nitrogen flow. The reaction solution was filtrated through celite, and the filtrate was extracted with ethyl acetate. The organic layer was washed with saturated saline, dried over anhydrous magnesi... Starting materials: C1CNCCN1, Cc1ccccc1, O=C(NCCCCCCCCCCCO)c1ccc(Cl)nc1. Product: O=C(NCCCCCCCCCCCO)c1ccc(N2CCNCC2)nc1. RXN SMILES: [CH2:23]1[CH2:24][NH:25][CH2:26][CH2:27][NH:28]1.[CH3:29][c:30]1[cH:31][cH:32][cH:33][cH:34][cH:35]1.[OH:1][CH2:2][CH2:3][CH2:4][CH2:5][CH2:6][CH2:7][CH2:8][CH2:9][CH2:10][CH2:11][CH2:12][NH:13][C:14]([c:15]1[cH:16][n:17][c:18]([Cl:21])[cH:19][cH:20]1)=[O:22]>>[OH:1][CH2:2][CH2:3][CH2:4][CH2:5][CH2:6][CH2:7][CH2:8][CH2:9][CH2:10][CH2:11][CH2:12][NH:13][C:14]([c:15]1[cH:16][n:17][c:18]([N:25]2[CH2:24][CH2:23][NH:28][CH2:27][CH2:26]2)[cH:19][cH:20]1)=[O:22]. Starting materials: COc1ccc(C(OCC2OC(n3cc(C)c(=O)[nH]c3=O)CC2O)(c2ccccc2)c2ccc(OC)cc2)cc1, CN(C)C=O, CCOC(C)=O, CC(C)[Si](Cl)(C(C)C)C(C)C, c1ccncc1, c1c[nH]cn1. The product is COc1ccc(C(OCC2OC(n3cc(C)c(=O)[nH]c3=O)CC2O[Si](C(C)C)(C(C)C)C(C)C)(c2ccccc2)c2ccc(OC)cc2)cc1. Reaction SMILES: [CH3:1][O:2][c:3]1[cH:4][cH:5][c:6]([C:7]([c:8]2[cH:9][cH:10][c:11]([O:14][CH3:15])[cH:12][cH:13]2)([c:16]2[cH:17][cH:18][cH:19][cH:20][cH:21]2)[O:22][CH2:23][CH:24]2[CH:25]([OH:38])[CH2:26][CH:27]([n:29]3[c:30](=[O:31])[nH:32][c:33](=[O:34])[c:35]([CH3:36])[cH:37]3)[O:28]2)[cH:39][cH:40]1.[CH3:63][N:64]([CH3:65])[CH:66]=[O:67].[CH3:68][CH2:69][O:70][C:71](=[O:72])[CH3:73].[CH:52]([CH3:53])([CH3:54])[Si:55]([CH:56]([CH3:57])[CH3:58])([CH:59]([CH3:60])[CH3:61])[Cl:62].[cH:46]1[cH:47][cH:48][n:49][cH:50][cH:51]1.[nH:41]1[cH:42][cH:43][n:44][cH:45]1>>[CH3:1][O:2][c:3]1[cH:4][cH:5][c:6]([C:7]([c:8]2[cH:9][cH:10][c:11]([O:14][CH3:15])[cH:12][cH:13]2)([c:16]2[cH:17][cH:18][cH:19][cH:20][cH:21]2)[O:22][CH2:23][CH:24]2[CH:25]([O:38][Si:55]([CH:52]([CH3:53])[CH3:54])([CH:56]([CH3:57])[CH3:58])[CH:59]([CH3:60])[CH3:61])[CH2:26][CH:27]([n:29]3[c:30](=[O:31])[nH:32][c:33](=[O:34])[c:35]([CH3:36])[cH:37]3)[O:28]2)[cH:39][cH:40]1. Reactants: C(C)(C)(C)OC(=O)N1CCC(CC1)NC1=CC(=C(C=C1)F)F (1-(tert-Butoxycarbonyl)-4-[(3,4-difluorophenyl)amino]piperidine), ClCC=1C=C(C=NC1)C1=CC(=C(C(=C1)OC)OC)OC (5-chloromethyl-3-(3,4,5-trimethoxyphenyl)pyridine). Yields the product C(C)(C)(C)OC(=O)N1CCC(CC1)N(CC=1C=C(C=NC1)C1=CC(=C(C(=C1)OC)OC)OC)C1=CC(=C(C=C1)F)F (1-(tert-Butoxycarbonyl)-4-[N-(3,4-difluorophenyl)-N-[[3-(3,4,5-trimethoxyphenyl)pyridin-5-yl]methyl]amino]piperidine). RXN SMILES: [C:1]([O:5][C:6]([N:8]1[CH2:13][CH2:12][CH:11]([NH:14][C:15]2[CH:20]=[CH:19][C:18]([F:21])=[C:17]([F:22])[CH:16]=2)[CH2:10][CH2:9]1)=[O:7])([CH3:4])([CH3:3])[CH3:2].Cl[CH2:24][C:25]1[CH:26]=[C:27]([C:31]2[CH:36]=[C:35]([O:37][CH3:38])[C:34]([O:39][CH3:40])=[C:33]([O:41][CH3:42])[CH:32]=2)[CH:28]=[N:29][CH:30]=1>>[C:1]([O:5][C:6]([N:8]1[CH2:13][CH2:12][CH:11]([N:14]([C:15]2[CH:20]=[CH:19][C:18]([F:21])=[C:17]([F:22])[CH:16]=2)[CH2:24][C:25]2[CH:26]=[C:27]([C:31]3[CH:36]=[C:35]([O:37][CH3:38])[C:34]([O:39][CH3:40])=[C:33]([O:41][CH3:42])[CH:32]=3)[CH:28]=[N:29][CH:30]=2)[CH2:10][CH2:9]1)=[O:7])([CH3:4])([CH3:2])[CH3:3]. Procedure: 1-(tert-Butoxycarbonyl)-4-[(3,4-difluorophenyl)amino]piperidine (625 mg) and 5-chloromethyl-3-(3,4,5-trimethoxyphenyl)pyridine (588 mg) was treated in the same manner as described in Example 9 to give light yellow amorphous of the title compound. Starting materials: CNC1CCC(CC1)NC=1N=CN=C2SC=3CCCC3C12 (1-N-methyl-4-N-[7-thia-9,11-diazatricyclo[6.4.0.0[2,6]]dodeca-1(12),2(6),8,10-tetraen-12-yl]cyclohexane-1,4-diamine), ClCC(=O)N(C)C (2-chloro-N,N-dimethylacetamide), C([O-])([O-])=O.[K+].[K+] (potassium carbonate), compound 1. The solvent is CN(C)C=O (DMF). Reaction conditions: time 8 hour. The product is CN(C(CN(C1CCC(CC1)NC=1N=CN=C2SC=3CCCC3C12)C)=O)C (N,N-dimethyl-2-[methyl[4-([7-thia-9,11-diazatricyclo[6.4.0.0[2,6]]dodeca-1(12),2(6),8,10-tetraen-12-yl]amino)cyclohexyl]amino]acetamide). Yield: 27.4%. Reaction SMILES: [CH3:1][NH:2][CH:3]1[CH2:8][CH2:7][CH:6]([NH:9][C:10]2[N:11]=[CH:12][N:13]=[C:14]3[C:21]=2[C:20]2[CH2:19][CH2:18][CH2:17][C:16]=2[S:15]3)[CH2:5][CH2:4]1.Cl[CH2:23][C:24]([N:26]([CH3:28])[CH3:27])=[O:25].C(=O)([O-])[O-].[K+].[K+]>CN(C=O)C>[CH3:27][N:26]([CH3:28])[C:24](=[O:25])[CH2:23][N:2]([CH3:1])[CH:3]1[CH2:8][CH2:7][CH:6]([NH:9][C:10]2[N:11]=[CH:12][N:13]=[C:14]3[C:21]=2[C:20]2[CH2:19][CH2:18][CH2:17][C:16]=2[S:15]3)[CH2:5][CH2:4]1 |f:2.3.4|. Reported procedure: Note: For the preparation of the starting material compound 1, see Example 147. To a solution of 1-N-methyl-4-N-[7-thia-9,11-diazatricyclo[6.4.0.0[2,6]]dodeca-1(12),2(6),8,10-tetraen-12-yl]cyclohexane-1,4-diamine (90 mg, 0.30 mmol, 1.00 equiv) in DMF (10 mL) was added 2-chloro-N,N-dimethylacetamide (54.45 mg, 0.45 mmol, 1.50 equiv) and potassium carbonate (83 mg, 0.60 mmol, 2.00 equiv) at room temperature under nitrogen. The resulting solution was stirred overnight at ambient temperature. After ... Reactants: N1C[C@@H](CCC1)C1=NC(=NN1)C=1C=C2C(=NNC2=CC1)C1=CC=NC=C1 ((R)-5-(5-(piperidin-3-yl)-1H-1,2,4-triazol-3-yl)-3-(pyridin-4-yl)-1H-indazole), C(C)(=O)O[BH-](OC(C)=O)OC(C)=O.[Na+] (sodium triacetoxy borohydride), FC1=C(C=O)C(=CC=C1)OC (2-Fluoro-6-methoxy benzaldehyde). Run in CO (MeOH). Reaction conditions: time 30 minute. Yields the product FC1=C(CN2C[C@@H](CCC2)C2=NC(=NN2)C=2C=C3C(=NNC3=CC2)C2=CC=NC=C2)C(=CC=C1)OC ((R)-5-(5-(1-(2-fluoro-6-methoxybenzyl)piperidin-3-yl)-1H-1,2,4-triazol-3-yl)-3-(pyridin-4-yl)-1H-indazole). Isolated yield 40.3%. RXN SMILES: [F:1][C:2]1[CH:9]=[CH:8][CH:7]=[C:6]([O:10][CH3:11])[C:3]=1[CH:4]=O.[NH:12]1[CH2:17][CH2:16][CH2:15][C@@H:14]([C:18]2[NH:22][N:21]=[C:20]([C:23]3[CH:24]=[C:25]4[C:29](=[CH:30][CH:31]=3)[NH:28][N:27]=[C:26]4[C:32]3[CH:37]=[CH:36][N:35]=[CH:34][CH:33]=3)[N:19]=2)[CH2:13]1.C(O[BH-](OC(=O)C)OC(=O)C)(=O)C.[Na+]>CO>[F:1][C:2]1[CH:9]=[CH:8][CH:7]=[C:6]([O:10][CH3:11])[C:3]=1[CH2:4][N:12]1[CH2:17][CH2:16][CH2:15][C@@H:14]([C:18]2[NH:22][N:21]=[C:20]([C:23]3[CH:24]=[C:25]4[C:29](=[CH:30][CH:31]=3)[NH:28][N:27]=[C:26]4[C:32]3[CH:37]=[CH:36][N:35]=[CH:34][CH:33]=3)[N:19]=2)[CH2:13]1 |f:2.3|. Procedure details: Added 2-Fluoro-6-methoxy benzaldehyde (69 mg, 0.44 mmol) to a mixture of (R)-5-(5-(piperidin-3-yl)-1H-1,2,4-triazol-3-yl)-3-(pyridin-4-yl)-1H-indazole (96 mg, 0.277 mmol) and sodium triacetoxy borohydride (176 mg, 0.833 mmol) in MeOH (8 ml) at room temperature. After stirred for 30 minutes, the solvent was evaporated. Diluted with EtOAc (150 ml), washed with H2O (50 ml), dried (Na2SO4) and concentrated. Crude product was purified on silica gel eluting with 5% v/v MeOH/CH2Cl2 to yield (R)-5-(5-(1... The reactants are ClC1=NNC2=NC=CC(=C21)C=2C=C(C=CC2)C(CNC(OC(C)(C)C)=O)(CC)C (tert-butyl 2-(3-(3-chloro-1H-pyrazolo[3,4-b]pyridin-4-yl)phenyl)-2-methylbutylcarbamate), C(=O)(C(F)(F)F)O (TFA). Run in C(Cl)Cl (DCM). Reaction conditions: temperature 0 celsius, time 45 minute. Product: ClC1=NNC2=NC=CC(=C21)C=2C=C(C=CC2)C(CN)(CC)C (2-(3-(3-chloro-1H-pyrazolo[3,4-b]pyridin-4-yl)phenyl)-2-methylbutan-1-amine). Yield: 55.4%. Reaction SMILES: [Cl:1][C:2]1[C:10]2[C:5](=[N:6][CH:7]=[CH:8][C:9]=2[C:11]2[CH:12]=[C:13]([C:17]([CH3:29])([CH2:27][CH3:28])[CH2:18][NH:19]C(=O)OC(C)(C)C)[CH:14]=[CH:15][CH:16]=2)[NH:4][N:3]=1.C(O)(C(F)(F)F)=O>C(Cl)Cl>[Cl:1][C:2]1[C:10]2[C:5](=[N:6][CH:7]=[CH:8][C:9]=2[C:11]2[CH:12]=[C:13]([C:17]([CH3:29])([CH2:27][CH3:28])[CH2:18][NH2:19])[CH:14]=[CH:15][CH:16]=2)[NH:4][N:3]=1. Procedure: tert-butyl 2-(3-(3-chloro-1H-pyrazolo[3,4-b]pyridin-4-yl)phenyl)-2-methylbutylcarbamate (60 mg, 0.1446 mmol) was dissolved in dry DCM (2 mL) and cooled in an ice-bath. TFA (2 mL,) was added slowly dropwise and the resultant was stirred at 0° C. for ˜25 minutes and at RT for ˜45 minutes. The reaction mixture was concentrated under reduced pressure and partitioned between EtOAc and saturated Na2CO3. The aqueous layer was extracted with EtOAc (3×10 mL) and the combined organics were dried over Na2S...